Dataset: the Open Reaction Database (ORD), a public repository of structured organic reaction records. Task: describe an organic reaction: reactants, conditions, products, and yield Reactants: CCOC(C)=O, O=C(Cl)Cl, Nc1nc2ccc(Cl)cc2s1. Product: O=C=Nc1nc2ccc(Cl)cc2s1. As a reaction SMILES: [CH3:16][CH2:17][O:18][C:19](=[O:20])[CH3:21].[Cl:1][C:2]([Cl:3])=[O:4].[NH2:5][c:6]1[s:7][c:8]2[c:9]([n:10]1)[cH:11][cH:12][c:13]([Cl:15])[cH:14]2>>[C:2](=[O:4])=[N:5][c:6]1[s:7][c:8]2[c:9]([n:10]1)[cH:11][cH:12][c:13]([Cl:15])[cH:14]2. Starting materials: CN1CCCC1 (N-Methylpyrrolidine), CS(=O)(=O)OCC(C)N1C2=CC=CC=C2SC=2C=CC(=CC12)C(NCCC)=O ((2RS)-2-[2-(N-propylcarbamoyl)-10-phenothiazinyl)propyl methanesulphonate), C(C)OCC (diethyl ether). Solvent: C(C)#N (acetonitrile). Conditions: temperature 20 celsius, time 1 hour. The product is CS(=O)(=O)[O-].C[N+]1(CCCC1)CC(C)N1C2=CC=CC=C2SC=2C=CC(=CC12)C(NCCC)=O (1-Methyl-1-{(2RS)-2-[2-(N-propylcarbamoyl)-10-phenothiazinyl]propyl}pyrrolidinium methylsulphonate). As a reaction SMILES: [CH3:1][N:2]1[CH2:6][CH2:5][CH2:4][CH2:3]1.[CH3:7][S:8]([O:11][CH2:12][CH:13]([N:15]1[C:28]2[CH:27]=[C:26]([C:29](=[O:34])[NH:30][CH2:31][CH2:32][CH3:33])[CH:25]=[CH:24][C:23]=2[S:22][C:21]2[C:16]1=[CH:17][CH:18]=[CH:19][CH:20]=2)[CH3:14])(=[O:10])=[O:9].C(OCC)C>C(#N)C>[CH3:7][S:8]([O-:11])(=[O:10])=[O:9].[CH3:1][N+:2]1([CH2:14][CH:13]([N:15]2[C:28]3[CH:27]=[C:26]([C:29](=[O:34])[NH:30][CH2:31][CH2:32][CH3:33])[CH:25]=[CH:24][C:23]=3[S:22][C:21]3[C:16]2=[CH:17][CH:18]=[CH:19][CH:20]=3)[CH3:12])[CH2:6][CH2:5][CH2:4][CH2:3]1 |f:4.5|. Reported procedure: N-Methylpyrrolidine (2.6 cc) is added to a solution of (2RS)-2-[2-(N-propylcarbamoyl)-10-phenothiazinyl)propyl methanesulphonate (2.1 g) in acetonitrile (40 cc). The mixture is brought to reflux for 120 hours. After cooling, the solution obtained is concentrated to dryness under reduced pressure (30 mm Hg; 4 kPa) at 40° C. to give an oily residue, which is taken up with diethyl ether (50 cc). After one hour's stirring at 20° C., the suspension is filtered and the solid is washed with diethyl eth...